Dataset: the Open Reaction Database (ORD), a public repository of structured organic reaction records. Task: describe an organic reaction: reactants, conditions, products, and yield Reactants: [H-].[Na+] (sodium hydride), C1(=CC=CC=C1)C (toluene), 4-Benzyloxy-2-hydroxy-acetophenone, C(C)O (Ethanol), O (water), C(OCC)(OCC)=O (diethyl carbonate), C1(=CC=CC=C1)C (toluene). The product is C(C1=CC=CC=C1)OC1=CC=C2C(=CC(OC2=C1)=O)O (7-Benzyloxy-4-hydroxy-coumarin). Isolated yield 84.0%. RXN SMILES: [C:1](=[O:8])([O:5][CH2:6][CH3:7])OCC.[H-].[Na+].[CH2:11]([OH:13])[CH3:12].[OH2:14].[C:15]1([CH3:21])[CH:20]=[CH:19][CH:18]=[CH:17][CH:16]=1>>[CH2:21]([O:13][C:11]1[CH:7]=[C:6]2[C:15]([C:16]([OH:14])=[CH:17][C:1](=[O:8])[O:5]2)=[CH:20][CH:12]=1)[C:15]1[CH:20]=[CH:19][CH:18]=[CH:17][CH:16]=1 |f:1.2|. Procedure: 4-Benzyloxy-2-hydroxy-acetophenone (20 g, 0.0825 mol), prepared in accordance with Example 4, was dissolved in 150 mL of toluene. To this solution was added diethyl carbonate (25.3 g, 0.21 mol) and the entire contents taken in a beaker was heated while stirring to dissolve the starting material. This solution was then taken in an addition funnel and was added at a rate of 7-8 mL/min (addition time=1.5 hrs) to a suspension of sodium hydride (4.3 g, 10.1 mol) in toluene (100 mL) taken in a 500 mL ...